This data is from the Open Reaction Database (ORD), a public repository of structured organic reaction records. The task is: describe an organic reaction: reactants, conditions, products, and yield RXN SMILES: [CH3:21][OH:22].[Cl:23][CH:24]([Cl:25])[Cl:26].[S:27]([Cl:28])([Cl:29])=[O:30].[n:1]1[c:2]([CH2:11][O:12][c:13]2[cH:14][c:15]([CH2:16][OH:17])[cH:18][cH:19][cH:20]2)[n:3][cH:4][c:5]2[cH:6][cH:7][cH:8][cH:9][c:10]12>>[n:1]1[c:2]([CH2:11][O:12][c:13]2[cH:14][c:15]([CH2:16][Cl:23])[cH:18][cH:19][cH:20]2)[n:3][cH:4][c:5]2[cH:6][cH:7][cH:8][cH:9][c:10]12. The reactants are CO, ClC(Cl)Cl, O=S(Cl)Cl, OCc1cccc(OCc2ncc3ccccc3n2)c1. Yields the product ClCc1cccc(OCc2ncc3ccccc3n2)c1. Starting materials: ClCCl, C=C(C)C, [Na+], [Na+], O=C([O-])[O-], O=S(=O)(O)O, Cc1ccc(S(=O)(=O)OC(C)C(=O)O)cc1. The product is Cc1ccc(S(=O)(=O)OC(C)C(=O)OC(C)(C)C)cc1. RXN SMILES: [CH2:32]([Cl:33])[Cl:34].[CH3:17][C:18]([CH3:19])=[CH2:20].[Na+:26].[Na+:27].[O-:28][C:29](=[O:30])[O-:31].[S:21](=[O:22])(=[O:23])([OH:24])[OH:25].[c:1]1([CH3:16])[cH:2][cH:3][c:4]([S:7](=[O:8])(=[O:9])[O:10][CH:11]([C:12](=[O:13])[OH:14])[CH3:15])[cH:5][cH:6]1>>[c:1]1([CH3:16])[cH:2][cH:3][c:4]([S:7](=[O:8])(=[O:9])[O:10][CH:11]([C:12](=[O:13])[O:14][C:18]([CH3:17])([CH3:19])[CH3:20])[CH3:15])[cH:5][cH:6]1.